The task is: describe an organic reaction: reactants, conditions, products, and yield. This data is from the Open Reaction Database (ORD), a public repository of structured organic reaction records. The reactants are [N+](=O)([O-])C1=C2C=CC(=NC2=CC=C1)Cl (5-nitro-2-chloroquinoline), COC1=C(CN)C=CC=C1 (2-methoxybenzylamine), CC=1N=CNC1C=O (4-methyl-5-imidazole-carboxaldehyde). Product: COC1=C(CNC2=NC=3C=CC=C(C3C=C2)NCC=2NC=NC2C)C=CC=C1 (N2-(2-Methoxy-benzyl)-N5-(5-methyl-3H-imidazol-4-ylmethyl)-quinoline-2,5-diamine). RXN SMILES: [N+:1]([C:4]1[CH:13]=[CH:12][CH:11]=[C:10]2[C:5]=1[CH:6]=[CH:7][C:8](Cl)=[N:9]2)([O-])=O.[CH3:15][O:16][C:17]1[CH:24]=[CH:23][CH:22]=[CH:21][C:18]=1[CH2:19][NH2:20].[CH3:25][C:26]1[N:27]=[CH:28][NH:29][C:30]=1[CH:31]=O>>[CH3:15][O:16][C:17]1[CH:24]=[CH:23][CH:22]=[CH:21][C:18]=1[CH2:19][NH:20][C:8]1[CH:7]=[CH:6][C:5]2[C:4]([NH:1][CH2:25][C:26]3[NH:27][CH:28]=[N:29][C:30]=3[CH3:31])=[CH:13][CH:12]=[CH:11][C:10]=2[N:9]=1. Procedure details: The title compound, MS: m/e=374.4 (M+H+), was prepared from 5-nitro-2-chloroquinoline, 2-methoxybenzylamine and 4-methyl-5-imidazole-carboxaldehyde as described in example 26. Starting materials: CC1(CN=C(O1)C1=C(C=CC=C1)C1=CC(=C(C=C1)C)F)C (4,5-Dihydro-5,5-dimethyl-2-(3'-fluoro-4'-methyl-biphenyl-2-yl)oxazole), N1=CC=CC=C1 (pyridine), P(=O)(Cl)(Cl)Cl (phosphorus oxychloride), Cl (hydrochloric acid). Solvent: CCOCC (ether). The product is FC=1C=C(C=CC1C)C1=C(C#N)C=CC=C1 (2-(3-Fluoro-4-methylphenyl)-benzonitrile). Reaction SMILES: CC1(C)O[C:5]([C:7]2[CH:12]=[CH:11][CH:10]=[CH:9][C:8]=2[C:13]2[CH:18]=[CH:17][C:16]([CH3:19])=[C:15]([F:20])[CH:14]=2)=[N:4]C1.N1C=CC=CC=1.P(Cl)(Cl)(Cl)=O.Cl>CCOCC>[F:20][C:15]1[CH:14]=[C:13]([C:8]2[CH:9]=[CH:10][CH:11]=[CH:12][C:7]=2[C:5]#[N:4])[CH:18]=[CH:17][C:16]=1[CH3:19]. Procedure details: 97.0 g (343 mmol) of the compound from Example III are initially introduced into 500 ml of pyridine, and 31.3 ml (343 mmol) of phosphorus oxychloride are added at 0° C., while stirring. The mixture is heated slowly, and is finally boiled under reflux for 1 hour. After cooling to room temperature, ether and an amount of 1M hydrochloric acid such that the pH of the aqueous phase is 1.5 are added. The organic phase is washed three more times with 1M sulphuric acid, dried with sodium sulphate and ev... Starting materials: COC1=C(N)C=CC=C1 (2-methoxyaniline), CC(C)(C)OC(=O)OC(=O)OC(C)(C)C ((Boc)2O), BrCCO (2-bromoethanol). Reagents/catalysts: CN(C)C=1C=CN=CC1 (DMAP). The solvent is ClCCl (dichlormethane), C(Cl)Cl (CH2Cl2), C(Cl)Cl (CH2Cl2), C(Cl)Cl (CH2Cl2). Conditions: time 20 minute. Yields the product BrCCOC(NC1=C(C=CC=C1)OC)=O (2-bromoethyl-N-(2-methoxyphenyl)Carbamate). Isolated yield 97.0%. As a reaction SMILES: [CH3:1][C:2]([O:5][C:6]([O:8]C(OC(C)(C)C)=O)=O)(C)C.[CH3:16][O:17][C:18]1[CH:24]=[CH:23][CH:22]=[CH:21][C:19]=1[NH2:20].[Br:25]CCO>C(Cl)Cl.CN(C1C=CN=CC=1)C>[Br:25][CH2:1][CH2:2][O:5][C:6](=[O:8])[NH:20][C:19]1[CH:21]=[CH:22][CH:23]=[CH:24][C:18]=1[O:17][CH3:16]. Procedure details: In a 50 ml two-necked flask placed under an argon atmosphere, 1.5 g (7 mmol, 1.4 eq) of (Boc)2O is dissolved in 5 ml of anhydrous CH2Cl2. 61 mg (0.5 mol, 10% eq) of DMAP dissolved in 5 ml of anhydrous CH2Cl2 is added, then 0.56 ml (5 mmol) of 2-methoxyaniline is added dropwise. The mixture is stirred at room temperature for 20 min before adding 0.5 ml (7 mmol, 1.4 eq) of 2-bromoethanol diluted in 5 ml of anhydrous CH2Cl2. The reaction is allowed to progress for 30 min at room temperature then fo... Reactants: [BH4-].[Na+] (Sodium borohydride), C1(=CC=CC=C1)C1OC(C=C1C1=CC=CC=C1)NC (2,3-diphenyl-5-methylamino-2,5-dihydrofuran), CO (methanol). Run at temperature 20 celsius, time 18 hour. Product: C1(CCCCC1)C(C(=CCN(C)C)C1=CC=CC=C1)O (1-cyclohexyl-4-dimethylamino-2-phenyl-2-buten-1-ol). Reaction SMILES: [BH4-].[Na+].[C:3]1([CH:9]2[C:13]([C:14]3[CH:19]=[CH:18][CH:17]=[CH:16][CH:15]=3)=[CH:12][CH:11]([NH:20][CH3:21])[O:10]2)[CH:8]=[CH:7][CH:6]=[CH:5][CH:4]=1.[CH3:22]O>>[CH:3]1([CH:9]([OH:10])[C:13]([C:14]2[CH:19]=[CH:18][CH:17]=[CH:16][CH:15]=2)=[CH:12][CH2:11][N:20]([CH3:21])[CH3:22])[CH2:8][CH2:7][CH2:6][CH2:5][CH2:4]1 |f:0.1|. Procedure details: Sodium borohydride (10.3 g) is added over approximately 30 minutes at a temperature in the region of 5° C. to a solution of 2,3-diphenyl-5-methylamino-2,5-dihydrofuran (9.7 g) in methanol (90 cc) and distilled water (10 cc). The reaction mixture is then stirred for 18 hours at a temperature in the region of 20° C., and then concentrated to dryness under reduced pressure (2.7 kPa) at 40° C. The residue obtained is triturated with methylene chloride (100 cc); the suspension obtained is filtered an...